From a dataset of the Open Reaction Database (ORD), a public repository of structured organic reaction records. describe an organic reaction: reactants, conditions, products, and yield Starting materials: CC(COc1ccc(C#N)cc1)NC(=O)C(N)C(C)C, ClCCl, CN1CCOCC1, O=C(Cl)OC1CCOC1, Cl, O. The product is CC(COc1ccc(C#N)cc1)NC(=O)C(NC(=O)OC1CCOC1)C(C)C. Reaction SMILES: [C:18](#[N:19])[c:20]1[cH:21][cH:22][c:23]([O:24][CH2:25][CH:26]([CH3:27])[NH:28][C:29]([CH:30]([NH2:31])[CH:32]([CH3:33])[CH3:34])=[O:35])[cH:36][cH:37]1.[CH2:39]([Cl:40])[Cl:41].[CH3:1][N:2]1[CH2:3][CH2:4][O:5][CH2:6][CH2:7]1.[Cl:8][C:9](=[O:10])[O:11][CH:12]1[CH2:13][O:14][CH2:15][CH2:16]1.[ClH:17].[OH2:38]>>[C:9](=[O:10])([O:11][CH:12]1[CH2:13][O:14][CH2:15][CH2:16]1)[NH:31][CH:30]([C:29]([NH:28][CH:26]([CH2:25][O:24][c:23]1[cH:22][cH:21][c:20]([C:18]#[N:19])[cH:37][cH:36]1)[CH3:27])=[O:35])[CH:32]([CH3:33])[CH3:34].